This data is from the Open Reaction Database (ORD), a public repository of structured organic reaction records. The task is: describe an organic reaction: reactants, conditions, products, and yield Reactants: [H-].[Na+] (sodium hydride), [I-].COC1=C(COC=2C=3N(C=CC2)C(=C(N3)C)C[N+](C)(C)C)C=CC=C1 (8-(2-methoxybenzyloxy)-2-methyl-3-trimethylammoniomethylimidazo[1,2-a]pyridine iodide), ice water. Run in C(C#C)O (2-propynyl alcohol). Run at time 1 hour. The product is COC1=C(COC=2C=3N(C=CC2)C(=C(N3)C)COCC#C)C=CC=C1 (8-(2-methoxybenzyloxy)-2-methyl-3-(2-propynyloxymethyl)imidazo[1,2-a]pyridine). The yield is 149.9%. As a reaction SMILES: [H-].[Na+].[I-].[CH3:4][O:5][C:6]1[CH:28]=[CH:27][CH:26]=[CH:25][C:7]=1[CH2:8][O:9][C:10]1[C:11]2[N:12]([C:16]([CH2:20][N+](C)(C)C)=[C:17]([CH3:19])[N:18]=2)[CH:13]=[CH:14][CH:15]=1>C(O)C#C>[CH3:4][O:5][C:6]1[CH:28]=[CH:27][CH:26]=[CH:25][C:7]=1[CH2:8][O:9][C:10]1[C:11]2[N:12]([C:16]([CH2:20][O:5][CH2:6][C:7]#[CH:8])=[C:17]([CH3:19])[N:18]=2)[CH:13]=[CH:14][CH:15]=1 |f:0.1,2.3|. Procedure: To a solution of sodium hydride (63.6% in mineral oil dispersion, 0.282 g) in 2-propynyl alcohol (14 ml) was added 8-(2-methoxybenzyloxy)-2-methyl-3-trimethylammoniomethylimidazo[1,2-a]pyridine iodide (3.43 g) and the mixture was heated at 90°-95° C. with stirring for 1 hour. After being cooled, the mixture was poured into ice-water and the resulting precipitate was collected by filtration and dissolved in methylene chloride. The solution was treated successively with silica gel (1 g) and activa... Reactants: C1(=CC=CC=C1)C(N1CCN(CC1)CCCN1C(NC2=C1C=CC=C2)=O)C2=CC=CC=C2 (1-{3-[4-(diphenylmethyl)-1-piperazinyl]propyl}-1,3-dihydro-2H-benzimidazol-2-one), C1COC2=CC=CC=C2OCCOCCOC3=CC=CC=C3OCCO1 (2,3,11,12-dibenzo-1,4,7,10,13,16-hexaoxacyclooctadeca-2,11-diene), BrCC(=O)OCC (ethyl 2-bromoacetate), [H-].[Na+] (sodium hydride). Solvent: CC1=CC=CC=C1 (methylbenzene), O (water). Reaction conditions: temperature 90 celsius, time 10 minute. Yields the product 10, C1(=CC=CC=C1)C(N1CCN(CC1)CCCN1C(N(C2=C1C=CC=C2)CC(=O)OCC)=O)C2=CC=CC=C2 (ethyl 3-{3-[4-(diphenylmethyl)-1-piperazinyl]propyl}-2,3-dihydro-2-oxo-1H-benzimidazole-1-acetate). RXN SMILES: [C:1]1([CH:7]([C:27]2[CH:32]=[CH:31][CH:30]=[CH:29][CH:28]=2)[N:8]2[CH2:13][CH2:12][N:11]([CH2:14][CH2:15][CH2:16][N:17]3[C:21]4[CH:22]=[CH:23][CH:24]=[CH:25][C:20]=4[NH:19][C:18]3=[O:26])[CH2:10][CH2:9]2)[CH:6]=[CH:5][CH:4]=[CH:3][CH:2]=1.[H-].[Na+].C1OCCOC2C(=CC=CC=2)OCCOCCOC2C(=CC=CC=2)OC1.Br[CH2:62][C:63]([O:65][CH2:66][CH3:67])=[O:64]>O.CC1C=CC=CC=1>[C:27]1([CH:7]([C:1]2[CH:2]=[CH:3][CH:4]=[CH:5][CH:6]=2)[N:8]2[CH2:13][CH2:12][N:11]([CH2:14][CH2:15][CH2:16][N:17]3[C:21]4[CH:22]=[CH:23][CH:24]=[CH:25][C:20]=4[N:19]([CH2:62][C:63]([O:65][CH2:66][CH3:67])=[O:64])[C:18]3=[O:26])[CH2:10][CH2:9]2)[CH:32]=[CH:31][CH:30]=[CH:29][CH:28]=1 |f:1.2|. Reported procedure: To a stirred mixture of 9.4 parts of 1-{3-[4-(diphenylmethyl)-1-piperazinyl]propyl}-1,3-dihydro-2H-benzimidazol-2-one and 180 parts of methylbenzene are added 0.8 parts of sodium hydride dispersion 75% and the whole is stirred and heated for 60 minutes at 90° C. After cooling to 30° C., 0.2 parts of 2,3,11,12-dibenzo-1,4,7,10,13,16-hexaoxacyclooctadeca-2,11-diene are added and stirring is continued for 10 minutes. Then there are added 4.2 parts of ethyl 2-bromoacetate and the mixture is stirred ... Reactants: C([O-])([O-])=O.[K+].[K+] (potassium carbonate), C(C)(=O)OCC=1OC(=CC1)C(F)F ((5-(difluoromethyl)furan-2-yl)methyl acetate). The solvent is CO (methanol). Reaction conditions: time 20 minute. The product is FC(C1=CC=C(O1)CO)F ((5-(difluoromethyl)furan-2-yl)methanol). Yield: 96.0%. RXN SMILES: C(=O)([O-])[O-].[K+].[K+].C([O:10][CH2:11][C:12]1[O:13][C:14]([CH:17]([F:19])[F:18])=[CH:15][CH:16]=1)(=O)C>CO>[F:18][CH:17]([F:19])[C:14]1[O:13][C:12]([CH2:11][OH:10])=[CH:16][CH:15]=1 |f:0.1.2|. Reported procedure: To a suspension of potassium carbonate in anhydrous methanol (10%, 50 mL) was added (5-(difluoromethyl)furan-2-yl)methyl acetate (4.21 g, 22.16 mmol). The reaction mixture was stirred at ambient temperature for 20 minutes, filtered and concentrated in vacuo. The residue was purified by column chromatography eluted with ethyl acetate/hexane (3/7) to afford (5-(difluoromethyl)furan-2-yl)methanol as a yellow oil in 96% yield (3.15 g): 1H NMR (300 MHz, CDCl3) δ 6.55 (t, JH-F=54.2 Hz, 1H), 6.58-6.55 ... The reactants are CC(=O)OC(C)=O, O=C(O)c1cccc(F)c1C(=O)O. The product is O=C1OC(=O)c2c(F)cccc21. As a reaction SMILES: [CH3:14][C:15]([O:16][C:17](=[O:18])[CH3:19])=[O:20].[F:1][c:2]1[c:3]([C:11](=[O:12])[OH:13])[c:4]([C:5](=[O:6])[OH:7])[cH:8][cH:9][cH:10]1>>[F:1][c:2]1[c:3]2[c:4]([cH:8][cH:9][cH:10]1)[C:5](=[O:7])[O:13][C:11]2=[O:12]. Reactants: ClC=1C=C(C(C)(C)N=C=O)C=CC1 (m-chloro-α,α-dimethylbenzyl isocyanate), [C-]#N (cyanide), CNCCCCC (N-methyl-N-pentylamine). Solvent: CCCCCC (n-hexane). Reaction conditions: time 8 hour. Yields the product ClC=1C=C(C(C)(C)NC(N(CCCCC)C)=O)C=CC1 (3-(m-Chloro-α,α-dimethylbenzyl)-1-methyl-1-pentylurea). The yield is 91.3%. As a reaction SMILES: [Cl:1][C:2]1[CH:3]=[C:4]([CH:11]=[CH:12][CH:13]=1)[C:5]([N:8]=[C:9]=[O:10])([CH3:7])[CH3:6].[C-]#N.[CH3:16][NH:17][CH2:18][CH2:19][CH2:20][CH2:21][CH3:22]>CCCCCC>[Cl:1][C:2]1[CH:3]=[C:4]([CH:11]=[CH:12][CH:13]=1)[C:5]([NH:8][C:9](=[O:10])[N:17]([CH3:16])[CH2:18][CH2:19][CH2:20][CH2:21][CH3:22])([CH3:7])[CH3:6]. Reported procedure: A solution of 3.9 g of m-chloro-α,α-dimethylbenzyl isocyanate, prepared from the corresponding cyanide in the same way as in Synthesis Example 1, in 10 ml of n-hexane was added to 4 g of N-methyl-N-pentylamine and the mixture was allowed to stand overnight. The precipitated crystals were separated by filtration and washed thoroughly with n-hexane to obtain 5.4 g of the title compound. Starting materials: CC(C)(C)OC(=O)c1ccc(OCCON=Cc2ccc(C(C)(C)C)cc2)cc1OC(=O)c1ccc(C(F)(F)F)cc1, ClCCl, O=C(O)C(F)(F)F. Reaction SMILES: [C:1]([CH3:2])([CH3:3])([CH3:4])[O:5][C:6]([c:7]1[c:8]([O:29][C:30]([c:31]2[cH:32][cH:33][c:34]([C:37]([F:38])([F:39])[F:40])[cH:35][cH:36]2)=[O:41])[cH:9][c:10]([O:13][CH2:14][CH2:15][O:16][N:17]=[CH:18][c:19]2[cH:20][cH:21][c:22]([C:25]([CH3:26])([CH3:27])[CH3:28])[cH:23][cH:24]2)[cH:11][cH:12]1)=[O:42].[CH2:50]([Cl:51])[Cl:52].[OH:43][C:44]([C:45]([F:46])([F:47])[F:48])=[O:49]>>[O:5]=[C:6]([c:7]1[c:8]([O:29][C:30]([c:31]2[cH:32][cH:33][c:34]([C:37]([F:38])([F:39])[F:40])[cH:35][cH:36]2)=[O:41])[cH:9][c:10]([O:13][CH2:14][CH2:15][O:16][N:17]=[CH:18][c:19]2[cH:20][cH:21][c:22]([C:25]([CH3:26])([CH3:27])[CH3:28])[cH:23][cH:24]2)[cH:11][cH:12]1)[OH:42]. Product: CC(C)(C)c1ccc(C=NOCCOc2ccc(C(=O)O)c(OC(=O)c3ccc(C(F)(F)F)cc3)c2)cc1.